This data is from the Open Reaction Database (ORD), a public repository of structured organic reaction records. The task is: describe an organic reaction: reactants, conditions, products, and yield Yields the product ClC1=CC=C(C=C1)CC(C#N)(C)C (3-(4-Chlorophenyl)-2,2-dimethylpropanenitrile). The reactants are C(C)(C)[N-]C(C)C.[Li+] (lithium diisopropylamide), C(C(C)C)#N (isobutyronitrile), BrCC1=CC=C(C=C1)Cl (1-(bromomethyl)-4-chlorobenzene), Cl (hydrochloric acid). As a reaction SMILES: C([N-]C(C)C)(C)C.[Li+].[C:9](#[N:13])[CH:10]([CH3:12])[CH3:11].Br[CH2:15][C:16]1[CH:21]=[CH:20][C:19]([Cl:22])=[CH:18][CH:17]=1.Cl>O1CCCC1>[Cl:22][C:19]1[CH:20]=[CH:21][C:16]([CH2:15][C:10]([CH3:12])([CH3:11])[C:9]#[N:13])=[CH:17][CH:18]=1 |f:0.1|. Reported procedure: To a solution of lithium diisopropylamide (11.0 mL, 21.9 mmol, 2 Min tetrahydrofuran, Aldrich) in tetrahydrofuran (100 mL) was added isobutyronitrile (2.0 mL, 21.9 mmol) at 0-5° C. After 30 minutes of stirring, a solution of 1-(bromomethyl)-4-chlorobenzene (3.0 g, 14.6 mmol) in tetrahydrofuran (10 mL) was added at the same temperature. After stirring at room temperature for 2 hours, the reaction mixture was treated with 10% hydrochloric acid (50 mL), and concentrated under reduced pressure to re... Solvent: O1CCCC1 (tetrahydrofuran), O1CCCC1 (tetrahydrofuran). Conditions: time 30 minute. Reactants: ClC1=C(C=CC(=C1)Cl)C1=NC(=NC(=C1C(=O)[O-])C)C1=CC=CC=C1 (4-(2,4-dichlorophenyl)-6-methyl-2-phenylpyrimidine-5-carboxylate), CC(C)C[AlH]CC(C)C (DIBAL). Solvent: C1CCOC1 (THF). Reaction conditions: time 1 hour. Yields the product ClC1=C(C=CC(=C1)Cl)C1=NC(=NC(=C1CO)C)C1=CC=CC=C1 ((4-(2,4-Dichlorophenyl)-6-methyl-2-phenylpyrimidin-5-yl)methanol). The yield is 108.6%. Reaction SMILES: [Cl:1][C:2]1[CH:7]=[C:6]([Cl:8])[CH:5]=[CH:4][C:3]=1[C:9]1[C:14]([C:15]([O-])=[O:16])=[C:13]([CH3:18])[N:12]=[C:11]([C:19]2[CH:24]=[CH:23][CH:22]=[CH:21][CH:20]=2)[N:10]=1.CC(C[AlH]CC(C)C)C>C1COCC1>[Cl:1][C:2]1[CH:7]=[C:6]([Cl:8])[CH:5]=[CH:4][C:3]=1[C:9]1[C:14]([CH2:15][OH:16])=[C:13]([CH3:18])[N:12]=[C:11]([C:19]2[CH:20]=[CH:21][CH:22]=[CH:23][CH:24]=2)[N:10]=1. Procedure: To a stirred solution of 4-(2,4-dichlorophenyl)-6-methyl-2-phenylpyrimidine-5-carboxylate (75 mg, 0.2 mmol) in THF (6 mL) was added DIBAL (0.4 mL, 1.5 M in PhCH3, 0.6 mmol). The reaction was kept for 1 hr and was quenched by saturated aqueous potassium sodium tartrate solution (5 mL). The reaction was diluted with EtOAc (10 mL) and the organic layer was washed with 1N NaOH (10 mL), saturated Na2CO3 solution (10 mL) and brine (10 mL), dried (MgSO4), filtered and concentrated under reduced pressur... The reactants are O=C([O-])C(=O)c1c[nH]c2c(Br)nccc12, CC1CN(C(=O)c2ccccn2)CCN1, [K+]. Yields the product CC1CN(C(=O)c2ccccn2)CCN1C(=O)C(=O)c1c[nH]c2c(Br)nccc12. As a reaction SMILES: [Br:1][c:2]1[n:3][cH:4][cH:5][c:6]2[c:7]([C:11]([C:12](=[O:13])[O-:14])=[O:15])[cH:8][nH:9][c:10]12.[CH3:17][CH:18]1[CH2:19][N:20]([C:24]([c:25]2[cH:26][cH:27][cH:28][cH:29][n:30]2)=[O:31])[CH2:21][CH2:22][NH:23]1.[K+:16]>>[Br:1][c:2]1[n:3][cH:4][cH:5][c:6]2[c:7]([C:11]([C:12](=[O:14])[N:23]3[CH:18]([CH3:17])[CH2:19][N:20]([C:24]([c:25]4[cH:26][cH:27][cH:28][cH:29][n:30]4)=[O:31])[CH2:21][CH2:22]3)=[O:15])[cH:8][nH:9][c:10]12. Procedure: To a suspension of LAH in diethyl ether was added a solution of 6-(2-phenylethyl)quinuclidin-3-one in THF, followed by heating under reflux for 4 hours. To the reaction mixture was added Na2SO4.10H2O, followed by stirring at room temperature for overnight. The reaction mixture was filtered, and the filtrate was then concentrated under reduced pressure to obtain 6-(2-phenylethyl)quinuclidin-3-ol as a colorless oil. Solvent: C1CCOC1 (THF), C(C)OCC (diethyl ether). The product is C1(=CC=CC=C1)CCC1CC2C(CN1CC2)O (6-(2-phenylethyl)quinuclidin-3-ol). Run at time 8 hour. Reaction SMILES: [H-].[H-].[H-].[H-].[Li+].[Al+3].[C:7]1([CH2:13][CH2:14][CH:15]2[N:20]3[CH2:21][CH2:22][CH:17]([C:18](=[O:23])[CH2:19]3)[CH2:16]2)[CH:12]=[CH:11][CH:10]=[CH:9][CH:8]=1>C(OCC)C.C1COCC1>[C:7]1([CH2:13][CH2:14][CH:15]2[N:20]3[CH2:21][CH2:22][CH:17]([CH:18]([OH:23])[CH2:19]3)[CH2:16]2)[CH:12]=[CH:11][CH:10]=[CH:9][CH:8]=1 |f:0.1.2.3.4.5|. The reactants are C1(=CC=CC=C1)CCC1CC2C(CN1CC2)=O (6-(2-phenylethyl)quinuclidin-3-one), [H-].[H-].[H-].[H-].[Li+].[Al+3] (LAH), Na2SO4.10H2O. The reactants are CS(=O)(=O)OCC1=CC2=C(C=N1)N=CN2C=2SC(=C(C2)OCC2=C(C=CC=C2)C(F)(F)F)C(N)=O ([1-(5-carbamoyl-4-{[2-(trifluoromethyl)benzyl]oxy}-2-thienyl)-1H-imidazo[4,5-c]pyridin-6-yl]methyl methanesulfonate), CS(=O)(=O)OCC1=CC2=C(C=N1)N=CN2C=2SC(=C(C2)OCC2=C(C=CC=C2)C(F)(F)F)C(N)=O ([1-(5-carbamoyl-4-{[2-(trifluoromethyl)benzyl]oxy}-2-thienyl)-1H-imidazo[4,5-c]pyridin-6-yl]methyl methanesulfonate), C(C)NCC (diethylamine). The solvent is ClCCl (dichloromethane). Run at time 12 hour. Yields the product C(C)N(CC)CC1=CC2=C(C=N1)N=CN2C2=CC(=C(S2)C(=O)N)OCC2=C(C=CC=C2)C(F)(F)F (5-{6-[(Diethylamino)methyl]-1H-imidazo[4,5-c]pyridin-1-yl}-3-{[2-(trifluoromethyl)benzyl]oxy}thiophene-2-carboxamide). Reaction SMILES: CS(O[CH2:6][C:7]1[N:12]=[CH:11][C:10]2[N:13]=[CH:14][N:15]([C:16]3[S:17][C:18]([C:33](=[O:35])[NH2:34])=[C:19]([O:21][CH2:22][C:23]4[CH:28]=[CH:27][CH:26]=[CH:25][C:24]=4[C:29]([F:32])([F:31])[F:30])[CH:20]=3)[C:9]=2[CH:8]=1)(=O)=O.[CH2:36]([NH:38][CH2:39][CH3:40])[CH3:37]>ClCCl>[CH2:36]([N:38]([CH2:6][C:7]1[N:12]=[CH:11][C:10]2[N:13]=[CH:14][N:15]([C:16]3[S:17][C:18]([C:33]([NH2:34])=[O:35])=[C:19]([O:21][CH2:22][C:23]4[CH:28]=[CH:27][CH:26]=[CH:25][C:24]=4[C:29]([F:32])([F:31])[F:30])[CH:20]=3)[C:9]=2[CH:8]=1)[CH2:39][CH3:40])[CH3:37]. Procedure: To a solution of 58 mg of [1-(5-carbamoyl-4-{[2-(trifluoromethyl)benzyl]oxy}-2-thienyl)-1H-imidazo[4,5-c]pyridin-6-yl]methyl methanesulfonate (compound A1) in 4 ml of dichloromethane were added 146 mg of diethylamine, and the reaction mixture was stirred at room temperature for 12 h. The mixture was concentrated to dryness under vacuum and the residue was dissolved in acetonitrile/water and purified by preparative HPLC (water/acetonitrile, elution gradient 9/1 to 1/9 (v/v)). After lyophilization... Starting materials: solution, FC=1C=C(C=CC1)[Mg]Br (3-fluorophenylmagnesium bromide), O (water), Cl (hydrochloric acid), ClP1OC2=C(C3=C1C=CC=C3)C=CC=C2 (6-chloro-6H-dibenz[c,e][1,2]oxaphosphorine). Solvent: O1CCCC1 (tetrahydrofuran), C(C)(=O)OCC (ethyl acetate), O1CCCC1 (tetrahydrofuran). Product: OC1=C(C=CC=C1)C1=C(C=CC=C1)P(C1=CC(=CC=C1)F)C1=CC(=CC=C1)F (2'-Hydroxy-2-[bis-(3-fluorophenyl)phosphino]biphenyl). The yield is 94.4%. Reaction SMILES: Cl[P:2]1[C:7]2[CH:8]=[CH:9][CH:10]=[CH:11][C:6]=2[C:5]2[CH:12]=[CH:13][CH:14]=[CH:15][C:4]=2[O:3]1.[F:16][C:17]1[CH:18]=[C:19]([Mg]Br)[CH:20]=[CH:21][CH:22]=1.O.Cl>O1CCCC1.C(OCC)(=O)C>[OH:3][C:4]1[CH:15]=[CH:14][CH:13]=[CH:12][C:5]=1[C:6]1[CH:11]=[CH:10][CH:9]=[CH:8][C:7]=1[P:2]([C:21]1[CH:20]=[CH:19][CH:18]=[C:17]([F:16])[CH:22]=1)[C:21]1[CH:20]=[CH:19][CH:18]=[C:17]([F:16])[CH:22]=1. Procedure details: 16.4 g (70 mmol) of 6-chloro-6H-dibenz[c,e][1,2]oxaphosphorine in 80 ml of anhydrous tetrahydrofuran are introduced, in an argon atmosphere with stirring, and a 2M solution of 140 mmol of 3-fluorophenylmagnesium bromide in tetrahydrofuran is added dropwise. The temperature increases in the course of this from 25° to 45° C. The mixture is then stirred for 12 hours at 65° C., cooled to room temperature and 100 ml of water and 100 ml of ethyl acetate are added. The mixture is neutralized with dilut...